Task: describe an organic reaction: reactants, conditions, products, and yield. Dataset: the Open Reaction Database (ORD), a public repository of structured organic reaction records Starting materials: BrCCCCBr, Cc1cc(N)cc(C)c1OC12CC3CC(CC(C3)C1)C2, CCO, Cl, [K+], [K+], [Na+], O=C([O-])[O-], [OH-], O. The product is Cc1cc(N2CCCC2)cc(C)c1OC12CC3CC(CC(C3)C1)C2. Reaction SMILES: [Br:24][CH2:25][CH2:26][CH2:27][CH2:28][Br:29].[C:2]12([O:12][c:13]3[c:14]([CH3:21])[cH:15][c:16]([NH2:17])[cH:18][c:19]3[CH3:20])[CH2:3][CH:4]3[CH2:5][CH:6]([CH2:7][CH:8]([CH2:9]1)[CH2:10]3)[CH2:11]2.[CH3:36][CH2:37][OH:38].[ClH:1].[K+:30].[K+:31].[Na+:23].[O-:32][C:33]([O-:34])=[O:35].[OH-:22].[OH2:39]>>[C:2]12([O:12][c:13]3[c:14]([CH3:21])[cH:15][c:16]([N:17]4[CH2:25][CH2:26][CH2:27][CH2:28]4)[cH:18][c:19]3[CH3:20])[CH2:3][CH:4]3[CH2:5][CH:6]([CH2:7][CH:8]([CH2:9]1)[CH2:10]3)[CH2:11]2. The reactants are C(=O)(O)C1=C(C=CC=C1)CC(C(=O)OC(C)(C)C)C(O)C1CCCCC1 (t-butyl 2-(2-carboxyphenylmethyl)-3-cyclohexyl-3-hydroxypropionate), C(C1=CC=CC=C1)Br (benzyl bromide), C([O-])([O-])=O.[K+].[K+] (potassium carbonate). Solvent: CN(C=O)C (dimethylformamide). Conditions: time 30 minute. Product: C(C1=CC=CC=C1)OC(=O)C1=C(C=CC=C1)CC(C(=O)OC(C)(C)C)C(O)C1CCCCC1 (t-butyl 2-(2-benzyloxycarbonylphenylmethyl)-3-cyclohexyl-3-hydroxypropionate). Isolated yield 43.2%. RXN SMILES: [C:1]([C:4]1[CH:9]=[CH:8][CH:7]=[CH:6][C:5]=1[CH2:10][CH:11]([CH:19]([CH:21]1[CH2:26][CH2:25][CH2:24][CH2:23][CH2:22]1)[OH:20])[C:12]([O:14][C:15]([CH3:18])([CH3:17])[CH3:16])=[O:13])([OH:3])=[O:2].[CH2:27](Br)[C:28]1[CH:33]=[CH:32][CH:31]=[CH:30][CH:29]=1.C(=O)([O-])[O-].[K+].[K+]>CN(C)C=O>[CH2:27]([O:2][C:1]([C:4]1[CH:9]=[CH:8][CH:7]=[CH:6][C:5]=1[CH2:10][CH:11]([CH:19]([CH:21]1[CH2:22][CH2:23][CH2:24][CH2:25][CH2:26]1)[OH:20])[C:12]([O:14][C:15]([CH3:18])([CH3:17])[CH3:16])=[O:13])=[O:3])[C:28]1[CH:33]=[CH:32][CH:31]=[CH:30][CH:29]=1 |f:2.3.4|. Procedure details: To a solution of t-butyl 2-(2-carboxyphenylmethyl)-3-cyclohexyl-3-hydroxypropionate (200 mg) in dimethylformamide (2 ml) were added benzyl bromide (100 mg) and potassium carbonate (270 mg) successively. After being stirred for 30 minutes the mixture was filtered and the filtrate was evaporated under reduced pressure. The residue was purified by preparative thin layer chromatography [silica gel, ethyl acetate - n-hexane (1:1)] to afford t-butyl 2-(2-benzyloxycarbonylphenylmethyl)-3-cyclohexyl-3-h...